From a dataset of the Open Reaction Database (ORD), a public repository of structured organic reaction records. describe an organic reaction: reactants, conditions, products, and yield Reaction conditions: time 15 minute. The solvent is C1CCOC1 (THF). Yield: 105.6%. Procedure details: To a solution of tert-butyl-4-hydroxy-1-piperidinecarboxylate (137 mg, 681 mmol) in anhydrous THF (5 mL) was added NaH (60% dispersion in mineral oil, 30 mg, 743 mmol) and the reaction was stirred at room temperature for 15 minutes. N-Cyclobutyl-4-fluoro-N-(3-fluoro-phenyl)-benzenesulfonamide (200 mg, 619 μmol) was added and the reaction was heated at 90° C. for 4 hours. The reaction was left to cool to room temperature, water added and extracted with EtOAc, washed with brine, dried with Na2SO4 ... Yields the product C(C)(C)(C)OC(=O)N1CCC(CC1)OC1=CC=C(C=C1)S(N(C1=CC(=CC=C1)F)C1CCC1)(=O)=O (4-{4-[cyclobutyl-(3-fluoro-phenyl)-sulfamoyl]-phenoxy}-piperidine-1-carboxylic acid tert-butyl ester). The reactants are C(C)(C)(C)OC(=O)N1CCC(CC1)O (tert-butyl-4-hydroxy-1-piperidinecarboxylate), [H-].[Na+] (NaH), O (water), C1(CCC1)N(S(=O)(=O)C1=CC=C(C=C1)F)C1=CC(=CC=C1)F (N-Cyclobutyl-4-fluoro-N-(3-fluoro-phenyl)-benzenesulfonamide). RXN SMILES: [C:1]([O:5][C:6]([N:8]1[CH2:13][CH2:12][CH:11]([OH:14])[CH2:10][CH2:9]1)=[O:7])([CH3:4])([CH3:3])[CH3:2].[H-].[Na+].[CH:17]1([N:21]([C:32]2[CH:37]=[CH:36][CH:35]=[C:34]([F:38])[CH:33]=2)[S:22]([C:25]2[CH:30]=[CH:29][C:28](F)=[CH:27][CH:26]=2)(=[O:24])=[O:23])[CH2:20][CH2:19][CH2:18]1.O>C1COCC1>[C:1]([O:5][C:6]([N:8]1[CH2:13][CH2:12][CH:11]([O:14][C:28]2[CH:29]=[CH:30][C:25]([S:22](=[O:23])(=[O:24])[N:21]([CH:17]3[CH2:18][CH2:19][CH2:20]3)[C:32]3[CH:37]=[CH:36][CH:35]=[C:34]([F:38])[CH:33]=3)=[CH:26][CH:27]=2)[CH2:10][CH2:9]1)=[O:7])([CH3:4])([CH3:2])[CH3:3] |f:1.2|. Starting materials: CC(C)(C)OC(=O)N1CC(P(C2CCCCC2)C2CCCCC2)CC1CP(c1ccccc1)c1ccccc1, CCOC(=O)CC(C)=O, CO, C1=CCCC=CCC1, [Cl-], [Cl-], [Cl-], [H][H], [Rh+3]. Product: CCOC(=O)CC(C)O. Reaction SMILES: [C:10]([O:11][C:12]([N:13]1[CH2:14][CH:15]([P:16]([CH:17]2[CH2:18][CH2:19][CH2:20][CH2:21][CH2:22]2)[CH:23]2[CH2:24][CH2:25][CH2:26][CH2:27][CH2:28]2)[CH2:29][CH:30]1[CH2:31][P:32]([c:33]1[cH:34][cH:35][cH:36][cH:37][cH:38]1)[c:39]1[cH:40][cH:41][cH:42][cH:43][cH:44]1)=[O:45])([CH3:46])([CH3:47])[CH3:48].[C:1]([CH2:2][C:3](=[O:4])[CH3:5])(=[O:6])[O:7][CH2:8][CH3:9].[CH3:49][OH:50].[CH:54]1=[CH:61][CH2:60][CH2:59][CH:58]=[CH:57][CH2:56][CH2:55]1.[Cl-:53].[Cl-:63].[Cl-:64].[H:51][H:52].[Rh+3:62]>>[C:1]([CH2:2][CH:3]([OH:4])[CH3:5])(=[O:6])[O:7][CH2:8][CH3:9]. The product is NC=1SC2=C(N=C(N=C2N[C@@H](C(=O)N)C)SCC2=C(C(=CC=C2)F)F)N1 ((2R)-2-[[2-amino-5-[[(2,3-difluorophenyl)methyl]thio]thiazolo[4,5-d]pyrimidin-7-yl]amino]propanamide). As a reaction SMILES: Cl[C:2]1[C:3]2[S:20][C:19]([NH2:21])=[N:18][C:4]=2[N:5]=[C:6]([S:8][CH2:9][C:10]2[CH:15]=[CH:14][CH:13]=[C:12]([F:16])[C:11]=2[F:17])[N:7]=1.Cl.[NH2:23][C@H:24]([CH3:28])[C:25]([NH2:27])=[O:26]>>[NH2:21][C:19]1[S:20][C:3]2[C:2]([NH:23][C@H:24]([CH3:28])[C:25]([NH2:27])=[O:26])=[N:7][C:6]([S:8][CH2:9][C:10]3[CH:15]=[CH:14][CH:13]=[C:12]([F:16])[C:11]=3[F:17])=[N:5][C:4]=2[N:18]=1 |f:1.2|. Reported procedure: Prepared by the method of example 2 step a), using the product of example 4, step b) and (2R)-2-amino-propanamide hydrochloride, Reactants: ClC=1C2=C(N=C(N1)SCC1=C(C(=CC=C1)F)F)N=C(S2)N (7-Chloro-5-[[(2,3-difluorophenyl)methyl]thio]thiazolo[4,5-d]pyrimidin-2-amine), Cl.N[C@@H](C(=O)N)C ((2R)-2-amino-propanamide hydrochloride). Starting materials: C1(C=CC(C2=CC=CC=C12)=O)=O (1,4-naphthoquinone), CN1C=CC=C1 (N-methylpyrrole), O (water). Solvent: ClCCl (dichloromethane), C(C)(=O)O (acetic acid). The product is CN1C(=CC=C1C=1C(C2=CC=CC=C2C(C1)=O)=O)C=1C(C2=CC=CC=C2C(C1)=O)=O (1-methyl-2,5-bis(1,4-naphthoquinon-2-yl)pyrrole). The yield is 90.0%. As a reaction SMILES: [C:1]1(=[O:12])[C:10]2[C:5](=[CH:6][CH:7]=[CH:8][CH:9]=2)[C:4](=[O:11])[CH:3]=[CH:2]1.[CH3:13][N:14]1[CH:18]=[CH:17][CH:16]=[CH:15]1.[OH2:19]>C(O)(=O)C.ClCCl>[CH3:13][N:14]1[C:18]([C:3]2[C:4](=[O:11])[C:5]3[C:10]([C:1](=[O:12])[CH:2]=2)=[CH:9][CH:8]=[CH:7][CH:6]=3)=[CH:17][CH:16]=[C:15]1[C:3]1[C:4](=[O:11])[C:5]2[C:10]([C:1](=[O:19])[CH:2]=1)=[CH:9][CH:8]=[CH:7][CH:6]=2. Procedure details: The procedure described in the article Chemistry Express 1990, Vol. 5, No. 10, pages 749-752, the disclosure of which is specifically incorporated by reference herein, was followed, by stirring 10 millimol of 1,4-naphthoquinone with 2.5 millimol of N-methylpyrrole in 40 ml of acetic acid at 50° C. for 5 hours. The reaction mixture was diluted with 300 ml of dichloromethane and the resulting mixture was then poured into a large volume of water (300 ml). The organic phase was then separated out an... Starting materials: C(C1=CC=CC=C1)N1C(=NC(=C1C(=O)OCC)C(=O)OCC)CBr (diethyl 1-benzyl-2-bromomethylimidazole-4,5-dicarboxylate), [O-]CC.[Na+] (sodium ethoxide). Run in C(C)O (ethanol), C(C)O (ethanol). Conditions: time 13 hour. Yields the product C(C1=CC=CC=C1)N1C(=NC(=C1C(=O)OCC)C(=O)OCC)COCC (Diethyl 1-benzyl-2-ethoxymethylimidazole-4,5-dicarboxylate). RXN SMILES: [CH2:1]([N:8]1[C:12]([C:13]([O:15][CH2:16][CH3:17])=[O:14])=[C:11]([C:18]([O:20][CH2:21][CH3:22])=[O:19])[N:10]=[C:9]1[CH2:23]Br)[C:2]1[CH:7]=[CH:6][CH:5]=[CH:4][CH:3]=1.[O-:25][CH2:26][CH3:27].[Na+]>C(O)C>[CH2:1]([N:8]1[C:12]([C:13]([O:15][CH2:16][CH3:17])=[O:14])=[C:11]([C:18]([O:20][CH2:21][CH3:22])=[O:19])[N:10]=[C:9]1[CH2:23][O:25][CH2:26][CH3:27])[C:2]1[CH:7]=[CH:6][CH:5]=[CH:4][CH:3]=1 |f:1.2|. Reported procedure: A solution of 1.80 g of diethyl 1-benzyl-2-bromomethylimidazole-4,5-dicarboxylate [prepared as described in Preparation42(ii)] in 50 ml of ethanol was added dropwise to a solution of sodium ethoxide in ethanol (prepared from 0.18 g of sodium and 50 ml of ethanol), and the resulting mixture was left at room temperature for 13 hours. At the end of this time, a procedure similar to that described in preparation42(iii) was repeated, and the residue was purified by column chromatography through silic... The reactants are N1(C=NC=C1)CC1=C(N=C2N1C=C(C=C2)C)C2=CC=C(C=C2)C (3-((1H-imidazol-1-yl)methyl)-6-methyl-2-p-tolylimidazo[1,2-a]pyridine), Cl.C1(=CC=C(C=C1)C=1N=C2N(C=C(C=C2)Cl)C1CCl)C1=CC=CC=C1 (2-(biphenyl-4-yl)-6-chloro-3-(chloromethyl)imidazo[1,2-a]pyridine hydrochloride), N1N=NC=C1 (1H-1,2,3-triazole). The product is ClC=1C=CC=2N(C1)C(=C(N2)C2=CC=CC=C2)CN2N=NC=C2 (6-Chloro-2-phenyl-3-[1,2,3]triazol-1-ylmethyl-imidazo[1,2-a]pyridine). Reaction SMILES: N1(CC2N3C=C(C)C=CC3=NC=2C2C=CC(C)=CC=2)C=CN=C1.Cl.[C:25]1(C2C=CC=CC=2)[CH:30]=[CH:29][C:28]([C:31]2[N:32]=[C:33]3[CH:38]=[CH:37][C:36]([Cl:39])=[CH:35][N:34]3[C:40]=2[CH2:41]Cl)=[CH:27][CH:26]=1.[NH:49]1[CH:53]=[CH:52][N:51]=[N:50]1>>[Cl:39][C:36]1[CH:37]=[CH:38][C:33]2[N:34]([C:40]([CH2:41][N:49]3[CH:53]=[CH:52][N:51]=[N:50]3)=[C:31]([C:28]3[CH:27]=[CH:26][CH:25]=[CH:30][CH:29]=3)[N:32]=2)[CH:35]=1 |f:1.2|. Procedure: The title compound was prepared according to Method A and the experimentals described for compound 1 from 2-(biphenyl-4-yl)-6-chloro-3-(chloromethyl)imidazo[1,2-a]pyridine hydrochloride and 1H-1,2,3-triazole. (m, 3H), 7.62 (dd, J=0.7, 9.5 Hz, 1H), 7.52 (m, 2H), 7.46 (m, 2H), 7.26 (m, 1H), 5.99 (s, 2H) ppm.